From a dataset of the Open Reaction Database (ORD), a public repository of structured organic reaction records. describe an organic reaction: reactants, conditions, products, and yield Reactants: ClC1=NC=NC(=C1)Cl (4,6-dichloropyrimidine), C1(=CC=CC=C1)B(O)O (phenylboronic acid), C1(=CC=CC=C1)P(C1=C(C2=CC=CC=C2C=C1)C1=C(C=CC2=CC=CC=C12)P(C1=CC=CC=C1)C1=CC=CC=C1)C1=CC=CC=C1 (rac-2,2′-bis-(diphenylphosphino)-1,1′-binaphthalene), C(C1=CC=CC=C1)(C1=CC=CC=C1)=NN (benzophenone hydrazone), CC(C)([O-])C.[Na+] (sodium tert-butoxide). Reagents/catalysts: C(C)(=O)[O-].[Pd+2].C(C)(=O)[O-] (palladium(II) acetate). Reaction conditions: temperature 90 celsius. The product is ClC1=CC(=NC=N1)NN=C(C1=CC=CC=C1)C1=CC=CC=C1 (Benzophenone (6-chloropyrimidin-4-yl)hydrazone). As a reaction SMILES: Cl[C:2]1[CH:7]=[C:6]([Cl:8])[N:5]=[CH:4][N:3]=1.[C:9](=[N:22][NH2:23])([C:16]1[CH:21]=[CH:20][CH:19]=[CH:18][CH:17]=1)[C:10]1[CH:15]=[CH:14][CH:13]=[CH:12][CH:11]=1.CC(C)([O-])C.[Na+].C1(B(O)O)C=CC=CC=1.C1(P(C2C=CC=CC=2)C2C=CC3C(=CC=CC=3)C=2C2C3C(=CC=CC=3)C=CC=2P(C2C=CC=CC=2)C2C=CC=CC=2)C=CC=CC=1>C([O-])(=O)C.[Pd+2].C([O-])(=O)C>[Cl:8][C:6]1[N:5]=[CH:4][N:3]=[C:2]([NH:23][N:22]=[C:9]([C:10]2[CH:15]=[CH:14][CH:13]=[CH:12][CH:11]=2)[C:16]2[CH:21]=[CH:20][CH:19]=[CH:18][CH:17]=2)[CH:7]=1 |f:2.3,6.7.8|. Procedure: 10.0 g (67.1 mmol) of 4,6-dichloropyrimidine, 14.5 g (73.8 mmol) of benzophenone hydrazone, 9.03 g (94.0 mmol) of sodium tert-butoxide, 409 mg (3.36 mmol) of phenylboronic acid, 301 mg (1.34 mmol) of palladium(II) acetate and 384 mg (1.34 mmol) of rac-2,2′-bis-(diphenylphosphino)-1,1′-binaphthalene are combined. The mixture is degassed and vented twice with argon, 400 ml of dry degassed toluene are added, the mixture is again degassed and vented twice with argon and heated at 90° C. overnight. A... Reactants: Cl.N1C=NC=C1CCC(=O)O (3-(1H-imidazol-5-yl)propanoic acid hydrochloride), N[C@H](C(=O)NC1=CC=C(C=C1)OC1=CC=C(C=C1)F)COCC1=CC=CC=C1 ((S)-2-amino-3-(benzyloxy)-N-(4-(4-fluorophenoxy)phenyl)propanamide). Yields the product Compound 207, N1C=NC=C1CCC(=O)N[C@H](C(=O)NC1=CC=C(C=C1)OC1=CC=C(C=C1)F)COCC1=CC=CC=C1 ((S)-2-(3-(1H-imidazol-5-yl)propanamido)-3-(benzyloxy)-N-(4-(4-fluorophenoxy)phenyl)propanamide). Isolated yield 5.0%. Reaction SMILES: Cl.[NH:2]1[C:6]([CH2:7][CH2:8][C:9]([OH:11])=O)=[CH:5][N:4]=[CH:3]1.[NH2:12][C@@H:13]([CH2:31][O:32][CH2:33][C:34]1[CH:39]=[CH:38][CH:37]=[CH:36][CH:35]=1)[C:14]([NH:16][C:17]1[CH:22]=[CH:21][C:20]([O:23][C:24]2[CH:29]=[CH:28][C:27]([F:30])=[CH:26][CH:25]=2)=[CH:19][CH:18]=1)=[O:15]>>[NH:2]1[C:6]([CH2:7][CH2:8][C:9]([NH:12][C@@H:13]([CH2:31][O:32][CH2:33][C:34]2[CH:35]=[CH:36][CH:37]=[CH:38][CH:39]=2)[C:14]([NH:16][C:17]2[CH:18]=[CH:19][C:20]([O:23][C:24]3[CH:29]=[CH:28][C:27]([F:30])=[CH:26][CH:25]=3)=[CH:21][CH:22]=2)=[O:15])=[O:11])=[CH:5][N:4]=[CH:3]1 |f:0.1|. Procedure details: Proceeding as in Example 1, but substituting 3-(1H-imidazol-5-yl)propanoic acid hydrochloride and (S)-2-amino-3-(benzyloxy)-N-(4-(4-fluorophenoxy)phenyl)propanamide, gave Compound 207, (S)-2-(3-(1H-imidazol-5-yl)propanamido)-3-(benzyloxy)-N-(4-(4-fluorophenoxy)phenyl)propanamide (18.4 mg, 5%). 1H-NMR (400 MHz, DMSO-D6): σ 10.19 (s, 1H), 8.29 (d, 1H), 7.60 (d, 2H), 7.46 (s, 1H), 7.29-7.16 (m, 6H), 7.01-6.94 (m, 4H), 6.73 (s, 1H), 4.70-4.64 (m, 1H), 4.50 (s, 2H), 2.73-2.67 (m, 2H), 2.48-2.43 (m, 4... The reactants are CC(C)(C)OC(=O)N1[C@@H]2CC[C@H]1CC(=O)C2 (N-Boc-nortropinone), [BH4-].[Na+] (sodium borohydride). Solvent: CO (methanol). Conditions: temperature 0 celsius, time 1 hour. The product is C(C)(C)(C)OC(=O)N1C2CC(CC1CC2)O (3-Hydroxy-8-aza-bicyclo[3.2.1]octane-8-carboxylic acid tert-butyl ester). Reaction SMILES: [CH3:1][C:2]([O:5][C:6]([N:8]1[C@@H:12]2[CH2:13][C:14]([CH2:16][C@H:9]1[CH2:10][CH2:11]2)=[O:15])=[O:7])([CH3:4])[CH3:3].[BH4-].[Na+]>CO>[C:2]([O:5][C:6]([N:8]1[CH:12]2[CH2:11][CH2:10][CH:9]1[CH2:16][CH:14]([OH:15])[CH2:13]2)=[O:7])([CH3:4])([CH3:1])[CH3:3] |f:1.2|. Procedure details: To a 0° C. cold solution of 2.00 g N-Boc-nortropinone in 50 mL of methanol was added portionwise 672 mg of sodium borohydride. The reaction mixture was stirred at 0° C. for 1 h. The solvent was evaporated, the crude product was taken up in dichloromethane and treated with sat. sodium bicarbonate solution. The phases were separated and the aqueous phase extracted twice with dichloromethane. The organic phases were combined, dried over magnesium sulfate and concentrated to give 3-hydroxy-8-aza-bic... Starting materials: C(C1=CC=CC=C1)=O (Benzaldehyde), C(C)(=O)C1=CC=CC=C1 (acetophenone), [OH-].[Na+] (Sodium hydroxide), CC(=O)C1=CC=C(C=C1)Br (4-bromoacetophenone). Run in C(C)O (ethanol), O (water), C(C)O (ethanol). Run at time 8 hour. Yields the product BrC1=CC=C(C=CC(=O)C2=CC=CC=C2)C=C1 (4-bromobenzalacetophenone). Isolated yield 93.0%. RXN SMILES: [OH-].[Na+].[CH3:3][C:4]([C:6]1[CH:11]=[CH:10][C:9]([Br:12])=[CH:8][CH:7]=1)=O.[CH:13](=[O:20])[C:14]1[CH:19]=[CH:18][CH:17]=[CH:16][CH:15]=1.C(C1C=CC=CC=1)(=O)C>O.C(O)C>[Br:12][C:9]1[CH:10]=[CH:11][C:6]([CH:4]=[CH:3][C:13]([C:14]2[CH:19]=[CH:18][CH:17]=[CH:16][CH:15]=2)=[O:20])=[CH:7][CH:8]=1 |f:0.1|. Procedure details: Sodium hydroxide (1.88 g, 47 mmol) and 4-bromoacetophenone (7.47 g, 37.5 mmol) were dissolved in water (15 mL) and ethanol (50 mL). Benzaldehyde (4.00 g, 37.5 mmol) dissolved in ethanol (20 mL) was added dropwise to the acetophenone solution. A slurry quickly formed, which was allowed to stir overnight. The slurry was filtered, was with water until the filtrate was neutral to pH paper, and dried at 100° C. for 12 hours. A light tan solid was obtained (10.0 g, 93% yield). Starting materials: BrC1=CC=C(C=C1)C=1NC(C2=CC=CC(=C2C1)C)=O (3-(4-Bromo-phenyl)-5-methyl-2H-isoquinolin-1-one), CN(C)C=O (DMF). Reagents/catalysts: [C-]#N.[Zn+2].[C-]#N (zinc cyanide), C=1C=CC(=CC1)[P](C=2C=CC=CC2)(C=3C=CC=CC3)[Pd]([P](C=4C=CC=CC4)(C=5C=CC=CC5)C=6C=CC=CC6)([P](C=7C=CC=CC7)(C=8C=CC=CC8)C=9C=CC=CC9)[P](C=1C=CC=CC1)(C=1C=CC=CC1)C=1C=CC=CC1 (tetrakis(triphenylphosphine)palladium(0)). The product is CC1=C2C=C(NC(C2=CC=C1)=O)C1=CC=C(C#N)C=C1 (4-(5-methyl-1-oxo-1,2-dihydro-isoquinolin-3-yl)-benzonitrile). Isolated yield 79.0%. RXN SMILES: Br[C:2]1[CH:7]=[CH:6][C:5]([C:8]2[NH:9][C:10](=[O:19])[C:11]3[C:16]([CH:17]=2)=[C:15]([CH3:18])[CH:14]=[CH:13][CH:12]=3)=[CH:4][CH:3]=1.[CH3:20][N:21](C=O)C>[C-]#N.[Zn+2].[C-]#N.C1C=CC([P]([Pd]([P](C2C=CC=CC=2)(C2C=CC=CC=2)C2C=CC=CC=2)([P](C2C=CC=CC=2)(C2C=CC=CC=2)C2C=CC=CC=2)[P](C2C=CC=CC=2)(C2C=CC=CC=2)C2C=CC=CC=2)(C2C=CC=CC=2)C2C=CC=CC=2)=CC=1>[CH3:18][C:15]1[CH:14]=[CH:13][CH:12]=[C:11]2[C:16]=1[CH:17]=[C:8]([C:5]1[CH:6]=[CH:7][C:2]([C:20]#[N:21])=[CH:3][CH:4]=1)[NH:9][C:10]2=[O:19] |f:2.3.4,^1:33,35,54,73|. Procedure: 3-(4-Bromo-phenyl)-5-methyl-2H-isoquinolin-1-one (200 mg, 0.64 mmol), zinc cyanide (90 mg, 0.76 mmol) and tetrakis(triphenylphosphine)palladium(0) (74 mg, 0.064 mmol) were stirred in DMF (2.1 mL) and degassed with N2. The reaction mixtures were irradiated using a microwave (300 W, 180° C., 30 min). The reaction mixtures were combined and the resulting precipitate was filtered, washed with DMF and water and dried to give 4-(5-methyl-1-oxo-1,2-dihydro-isoquinolin-3-yl)-benzonitrile as a yellowish ... Reactants: CCN=C=NCCCN(C)C, CN(C)C=O, O=C(O)c1ccc(C(CC2CCOCC2)c2ccc(S(=O)(=O)C3CC3)cc2)[nH]1, Cl, [NH4+], O, On1nnc2ccccc21. Product: NC(=O)c1ccc(C(CC2CCOCC2)c2ccc(S(=O)(=O)C3CC3)cc2)[nH]1. As a reaction SMILES: [CH2:30]([N:32]=[C:31]=[N:33][CH2:34][CH2:35][CH2:36][N:37]([CH3:38])[CH3:39])[CH3:40].[CH3:53][N:54]([CH3:55])[CH:56]=[O:57].[CH:1]1([S:4](=[O:5])(=[O:6])[c:7]2[cH:8][cH:9][c:10]([CH:13]([CH2:14][CH:15]3[CH2:16][CH2:17][O:18][CH2:19][CH2:20]3)[c:21]3[cH:22][cH:23][c:24]([C:26](=[O:27])[OH:28])[nH:25]3)[cH:11][cH:12]2)[CH2:2][CH2:3]1.[ClH:29].[NH4+:41].[OH2:52].[OH:42][n:43]1[c:44]2[cH:45][cH:46][cH:47][cH:48][c:49]2[n:50][n:51]1>>[CH:1]1([S:4](=[O:5])(=[O:6])[c:7]2[cH:8][cH:9][c:10]([CH:13]([CH2:14][CH:15]3[CH2:16][CH2:17][O:18][CH2:19][CH2:20]3)[c:21]3[cH:22][cH:23][c:24]([C:26](=[O:28])[NH2:32])[nH:25]3)[cH:11][cH:12]2)[CH2:2][CH2:3]1. Starting materials: CN(Cc1cc(Br)n(S(=O)(=O)c2cccnc2)c1)C(=O)OC(C)(C)C, COCCOC, COc1cccc(F)c1B(O)O, [Na+], O, O=C([O-])O, c1ccc(P(c2ccccc2)(c2ccccc2)[Pd](P(c2ccccc2)(c2ccccc2)c2ccccc2)(P(c2ccccc2)(c2ccccc2)c2ccccc2)P(c2ccccc2)(c2ccccc2)c2ccccc2)cc1. The product is COc1cccc(F)c1-c1cc(CN(C)C(=O)OC(C)(C)C)cn1S(=O)(=O)c1cccnc1. As a reaction SMILES: [C:1]([CH3:2])([CH3:3])([CH3:4])[O:5][C:6]([N:7]([CH3:8])[CH2:9][c:10]1[cH:11][n:12]([S:16](=[O:17])(=[O:18])[c:19]2[cH:20][n:21][cH:22][cH:23][cH:24]2)[c:13]([Br:15])[cH:14]1)=[O:25].[CH3:43][O:44][CH2:45][CH2:46][O:47][CH3:48].[F:26][c:27]1[c:28]([B:35]([OH:36])[OH:37])[c:29]([O:33][CH3:34])[cH:30][cH:31][cH:32]1.[Na+:38].[OH2:126].[OH:39][C:40](=[O:41])[O-:42].[cH:49]1[cH:50][cH:51][c:52]([P:53]([Pd:54]([P:55]([c:56]2[cH:57][cH:58][cH:59][cH:60][cH:61]2)([c:62]2[cH:63][cH:64][cH:65][cH:66][cH:67]2)[c:68]2[cH:69][cH:70][cH:71][cH:72][cH:73]2)([P:74]([c:75]2[cH:76][cH:77][cH:78][cH:79][cH:80]2)([c:81]2[cH:82][cH:83][cH:84][cH:85][cH:86]2)[c:87]2[cH:88][cH:89][cH:90][cH:91][cH:92]2)[P:93]([c:94]2[cH:95][cH:96][cH:97][cH:98][cH:99]2)([c:100]2[cH:101][cH:102][cH:103][cH:104][cH:105]2)[c:106]2[cH:107][cH:108][cH:109][cH:110][cH:111]2)([c:112]2[cH:113][cH:114][cH:115][cH:116][cH:117]2)[c:118]2[cH:119][cH:120][cH:121][cH:122][cH:123]2)[cH:124][cH:125]1>>[C:1]([CH3:2])([CH3:3])([CH3:4])[O:5][C:6]([N:7]([CH3:8])[CH2:9][c:10]1[cH:11][n:12]([S:16](=[O:17])(=[O:18])[c:19]2[cH:20][n:21][cH:22][cH:23][cH:24]2)[c:13](-[c:28]2[c:27]([F:26])[cH:32][cH:31][cH:30][c:29]2[O:33][CH3:34])[cH:14]1)=[O:25]. Product: CC(C)(C)OC(=O)C1CC(CCCc2ccccc2)C(=S)N1. Reactants: COc1ccc(P2(=S)SP(=S)(c3ccc(OC)cc3)S2)cc1, CC(C)(C)OC(=O)C1CC(CCCc2ccccc2)C(=O)N1, c1ccccc1. RXN SMILES: [CH3:23][O:24][c:25]1[cH:26][cH:27][c:28]([P:29]2(=[S:32])[S:30][P:31]([c:33]3[cH:34][cH:35][c:36]([O:37][CH3:38])[cH:39][cH:40]3)(=[S:41])[S:42]2)[cH:43][cH:44]1.[O:1]=[C:2]1[CH:3]([CH2:14][CH2:15][CH2:16][c:17]2[cH:18][cH:19][cH:20][cH:21][cH:22]2)[CH2:4][CH:5]([C:7](=[O:8])[O:9][C:10]([CH3:11])([CH3:12])[CH3:13])[NH:6]1.[cH:45]1[cH:46][cH:47][cH:48][cH:49][cH:50]1>>[C:2]1(=[S:32])[CH:3]([CH2:14][CH2:15][CH2:16][c:17]2[cH:18][cH:19][cH:20][cH:21][cH:22]2)[CH2:4][CH:5]([C:7](=[O:8])[O:9][C:10]([CH3:11])([CH3:12])[CH3:13])[NH:6]1. The reactants are S(=O)([O-])[O-].[Mg+2] (magnesium sulfite), S([O-])(O)=O.[Mg+2].S([O-])(O)=O (magnesium bisulfite). Product: S(=O)(=O)([O-])[O-].[Mg+2] (magnesium sulfate), S([O-])(O)=O.[Mg+2].S([O-])(O)=O (magnesium bisulfite), S(=O)([O-])[O-].[Mg+2] (magnesium sulfite). Reaction SMILES: [S:1]([O-:4])([O-:3])=[O:2].[Mg+2:5].[S:6](=[O:9])([OH:8])[O-:7].[Mg+2].[S:11](=[O:14])([OH:13])[O-:12]>>[S:1]([O-:7])([O-:4])(=[O:3])=[O:2].[Mg+2:5].[S:11](=[O:12])([OH:14])[O-:13].[Mg+2:5].[S:6](=[O:7])([OH:9])[O-:8].[S:1]([O-:4])([O-:3])=[O:2].[Mg+2:5] |f:0.1,2.3.4,5.6,7.8.9,10.11|. Procedure details: In a process for desulfurizing a sulfur dioxide-containing gas stream where the gas stream is contacted, in a wet scrubbing unit, with an aqueous solution of magnesium scrubbing components which react with sulfur dioxide to form magnesium sulfite and magnesium bisulfite, and a portion of the resultant aqueous solution containing magnesium sulfite and magnesium bisulfite is removed from the scrubber and oxidized in an oxidizing unit to form an aqueous solution of magnesium sulfate containing abou...